This data is from the Open Reaction Database (ORD), a public repository of structured organic reaction records. The task is: describe an organic reaction: reactants, conditions, products, and yield Reactants: C(C)(C)(C)N(C(O)=O)C(C)(C)C.CNC1=NC=CC(=N1)C=1C(=NC=CC1)OC1=CC=C(C=C1)NC(=N)N (1-(4-(3-(2-(methylamino)pyrimidin-4-yl)pyridin-2-yloxy)phenyl)guanidine bis-t-butylcarbamate), C(=O)(C(F)(F)F)O (TFA). Run in C(Cl)Cl (DCM). Reaction conditions: time 8 hour. Product: OC(=O)C(F)(F)F.OC(=O)C(F)(F)F.CNC1=NC=CC(=N1)C=1C(=NC=CC1)OC1=CC=C(C=C1)NC(=N)N (1-(4-(3-(2-(methylamino)pyrimidin-4-yl)pyridin-2-yloxy)phenyl)guanidine bis-TFA salt). Reaction SMILES: C(N(C(C)(C)C)C(=O)O)(C)(C)C.[CH3:13][NH:14][C:15]1[N:20]=[C:19]([C:21]2[C:22]([O:27][C:28]3[CH:33]=[CH:32][C:31]([NH:34][C:35]([NH2:37])=[NH:36])=[CH:30][CH:29]=3)=[N:23][CH:24]=[CH:25][CH:26]=2)[CH:18]=[CH:17][N:16]=1.[C:38]([OH:44])([C:40]([F:43])([F:42])[F:41])=[O:39]>C(Cl)Cl>[OH:44][C:38]([C:40]([F:43])([F:42])[F:41])=[O:39].[OH:44][C:38]([C:40]([F:43])([F:42])[F:41])=[O:39].[CH3:13][NH:14][C:15]1[N:20]=[C:19]([C:21]2[C:22]([O:27][C:28]3[CH:33]=[CH:32][C:31]([NH:34][C:35]([NH2:37])=[NH:36])=[CH:30][CH:29]=3)=[N:23][CH:24]=[CH:25][CH:26]=2)[CH:18]=[CH:17][N:16]=1 |f:0.1,4.5.6|. Procedure details: To an orange solution of 1-(4-(3-(2-(methylamino)pyrimidin-4-yl)pyridin-2-yloxy)phenyl)guanidine bis-t-butylcarbamate (1.1 g, 2.1 mmol) in 15 mL DCM under nitrogen at 0° C. was added TFA (3.1 ml, 41 mmol). The reaction was allowed to warm to ambient temperature and was allowed to stir overnight. The reaction was concentrated in vacuo to give 1-(4-(3-(2-(methylamino)pyrimidin-4-yl)pyridin-2-yloxy)phenyl)guanidine bis-TFA salt as a brown oil, which was used without further purification. MS m/z=336...